Dataset: the Open Reaction Database (ORD), a public repository of structured organic reaction records. Task: describe an organic reaction: reactants, conditions, products, and yield Reactants: Nc1ncnn2c(Br)ccc12, C#CCCO, C1CCNC1, [Cl-], [Cu]I, [NH4+], c1ccc(P(c2ccccc2)(c2ccccc2)[Pd](P(c2ccccc2)(c2ccccc2)c2ccccc2)(P(c2ccccc2)(c2ccccc2)c2ccccc2)P(c2ccccc2)(c2ccccc2)c2ccccc2)cc1. The product is Nc1ncnn2c(C#CCCO)ccc12. As a reaction SMILES: [Br:1][c:2]1[cH:3][cH:4][c:5]2[c:6]([NH2:11])[n:7][cH:8][n:9][n:10]12.[CH2:12]([CH2:13][C:14]#[CH:15])[OH:16].[CH2:19]1[CH2:20][NH:21][CH2:22][CH2:23]1.[Cl-:17].[Cu:101][I:102].[NH4+:18].[cH:24]1[cH:25][cH:26][c:27]([P:28]([Pd:29]([P:30]([c:31]2[cH:32][cH:33][cH:34][cH:35][cH:36]2)([c:37]2[cH:38][cH:39][cH:40][cH:41][cH:42]2)[c:43]2[cH:44][cH:45][cH:46][cH:47][cH:48]2)([P:49]([c:50]2[cH:51][cH:52][cH:53][cH:54][cH:55]2)([c:56]2[cH:57][cH:58][cH:59][cH:60][cH:61]2)[c:62]2[cH:63][cH:64][cH:65][cH:66][cH:67]2)[P:68]([c:69]2[cH:70][cH:71][cH:72][cH:73][cH:74]2)([c:75]2[cH:76][cH:77][cH:78][cH:79][cH:80]2)[c:81]2[cH:82][cH:83][cH:84][cH:85][cH:86]2)([c:87]2[cH:88][cH:89][cH:90][cH:91][cH:92]2)[c:93]2[cH:94][cH:95][cH:96][cH:97][cH:98]2)[cH:99][cH:100]1>>[c:2]1([C:15]#[C:14][CH2:13][CH2:12][OH:16])[cH:3][cH:4][c:5]2[c:6]([NH2:11])[n:7][cH:8][n:9][n:10]12. The reactants are C(C)[C@@H]1C[C@@H](C[C@@H]1C1=NN=C2N1C1=C(N=C2)N(C=C1)S(=O)(=O)C1=CC=C(C)C=C1)N ((1S,3R,4S)-3-ethyl-4-(6-tosyl-6H-pyrrolo[2,3-e][1,2,4]triazolo[4,3-a]pyrazin-1-yl)cyclopentanamine), CCN(C(C)C)C(C)C (DIEA), ClC1=CC(=CC=C1)C(=O)OO (m-chloroperbenzoic acid), CC(C)(C)S(=O)Cl (2-methylpropane-2-sulfinic chloride). Reported procedure: To a solution of (1S,3R,4S)-3-ethyl-4-(6-tosyl-6H-pyrrolo[2,3-e][1,2,4]triazolo[4,3-a]pyrazin-1-yl)cyclopentanamine (115 mg, 0.271 mmol, Preparation #BB.1*) in DCM (1.5 mL) was added DIEA (0.071 mL, 0.406 mmol) followed by 2-methylpropane-2-sulfinic chloride (0.037 mL, 0.298 mmol). After about 4 h the reaction mixture was diluted with EtOAc (10 mL) and aqueous saturated NaHCO3 (10 mL). The organic layer was separated, dried over anhydrous Na2SO4, filtered and concd in vacuo. The crude residue wa... Product: C(C)[C@@H]1C[C@@H](C[C@@H]1C1=NN=C2N1C1=C(N=C2)N(C=C1)S(=O)(=O)C1=CC=C(C)C=C1)NS(=O)(=O)C(C)(C)C (N-((1S,3R,4S)-3-ethyl-4-(6-tosyl-6H-pyrrolo[2,3-e][1,2,4]triazolo[4,3-a]pyrazin-1-yl)cyclopentyl)-2-methylpropane-2-sulfonamide). Isolated yield 64.4%. Solvent: C(Cl)Cl (DCM), CCOC(=O)C (EtOAc), C(=O)(O)[O-].[Na+] (NaHCO3), CCOC(=O)C (EtOAc), C(=O)(O)[O-].[Na+] (NaHCO3). As a reaction SMILES: [CH2:1]([C@H:3]1[C@@H:7]([C:8]2[N:12]3[C:13]4[CH:19]=[CH:18][N:17]([S:20]([C:23]5[CH:29]=[CH:28][C:26]([CH3:27])=[CH:25][CH:24]=5)(=[O:22])=[O:21])[C:14]=4[N:15]=[CH:16][C:11]3=[N:10][N:9]=2)[CH2:6][C@@H:5]([NH2:30])[CH2:4]1)[CH3:2].CCN(C(C)C)C(C)C.[CH3:40][C:41]([S:44](Cl)=[O:45])([CH3:43])[CH3:42].ClC1C=CC=C(C(OO)=[O:55])C=1>C(Cl)Cl.CCOC(C)=O.C([O-])(O)=O.[Na+]>[CH2:1]([C@H:3]1[C@@H:7]([C:8]2[N:12]3[C:13]4[CH:19]=[CH:18][N:17]([S:20]([C:23]5[CH:24]=[CH:25][C:26]([CH3:27])=[CH:28][CH:29]=5)(=[O:22])=[O:21])[C:14]=4[N:15]=[CH:16][C:11]3=[N:10][N:9]=2)[CH2:6][C@@H:5]([NH:30][S:44]([C:41]([CH3:43])([CH3:42])[CH3:40])(=[O:45])=[O:55])[CH2:4]1)[CH3:2] |f:6.7|. Reactants: CC1(C=C(CC=C1)C(CCC=C)=O)C (1-(3,3-Dimethyl-cyclohexa-1,4-dien-1-yl)-pent-4-en-1-one), CC1(CC(=CC=C1)C(CCC=C)=O)C (1-(3,3-dimethyl-cyclohexa-4,6-dien-1-yl)-pent-4-en-1-one). The product is CC1(C=C(CCC1)C(CCC=C)=O)C (1-(3,3-dimethyl-cyclohex-1-en-1-yl)-pent-4-en-1-one). Reaction SMILES: [CH3:1][C:2]1([CH3:14])[CH:7]=[CH:6][CH2:5][C:4]([C:8](=[O:13])[CH2:9][CH2:10][CH:11]=[CH2:12])=[CH:3]1.CC1(C)C=CC=C(C(=O)CCC=C)C1>>[CH3:1][C:2]1([CH3:14])[CH2:7][CH2:6][CH2:5][C:4]([C:8](=[O:13])[CH2:9][CH2:10][CH:11]=[CH2:12])=[CH:3]1. Reported procedure: ##STR5## 1-(3,3-Dimethyl-cyclohexa-1,4-dien-1-yl)-pent-4-en-1-one, 1-(3,3-dimethyl-cyclohexa-4,6-dien-1-yl)-pent-4-en-1-one and As a reaction SMILES: C(OC([N:8]1[CH2:16][C:15]2[C:10](=[CH:11][CH:12]=[C:13]([O:17][CH:18]([CH3:20])[CH3:19])[CH:14]=2)[CH2:9]1)=O)(C)(C)C.[ClH:21]>>[ClH:21].[CH:18]([O:17][C:13]1[CH:14]=[C:15]2[C:10](=[CH:11][CH:12]=1)[CH2:9][NH:8][CH2:16]2)([CH3:20])[CH3:19] |f:2.3|. The product is Cl.C(C)(C)OC=1C=C2CNCC2=CC1 (5-Isopropoxy-2,3-Dihydro-1H-isoindole hydrochloride). Reactants: C(C)(C)(C)OC(=O)N1CC2=CC=C(C=C2C1)OC(C)C (5-isopropoxy-1,3-dihydro-isoindole-2-carboxylic acid tert-butyl ester), Cl (hydrochloric acid). Reported procedure: Prepared in analogy to Example A3(e) from 5-isopropoxy-1,3-dihydro-isoindole-2-carboxylic acid tert-butyl ester and hydrochloric acid. Brown solid. MS (m/e): 178.3 ([M+H]+, 100%).